From a dataset of the Open Reaction Database (ORD), a public repository of structured organic reaction records. describe an organic reaction: reactants, conditions, products, and yield Starting materials: CC(=O)n1cc(CC2C(C)CCN2C(=O)OC(C)(C)C)c2ccc(F)cc21, CO, [Na+], [OH-]. The product is CC1CCN(C(=O)OC(C)(C)C)C1Cc1c[nH]c2cc(F)ccc12. As a reaction SMILES: [C:1]([CH3:2])([CH3:3])([CH3:4])[O:5][C:6](=[O:7])[N:8]1[CH:9]([CH2:14][c:15]2[cH:16][n:17]([C:25](=[O:26])[CH3:27])[c:18]3[cH:19][c:20]([F:24])[cH:21][cH:22][c:23]23)[CH:10]([CH3:13])[CH2:11][CH2:12]1.[CH3:30][OH:31].[Na+:29].[OH-:28]>>[C:1]([CH3:2])([CH3:3])([CH3:4])[O:5][C:6](=[O:7])[N:8]1[CH:9]([CH2:14][c:15]2[cH:16][nH:17][c:18]3[cH:19][c:20]([F:24])[cH:21][cH:22][c:23]23)[CH:10]([CH3:13])[CH2:11][CH2:12]1. The reactants are ClCCl, COc1ccc(C(=O)Nc2ccccc2N)cc1, Cc1ccccc1, O=C(Cl)Cl, OCc1ccc(N2CCOCC2)cc1, c1ccncc1. Product: COc1ccc(C(=O)Nc2ccccc2NCc2ccc(N3CCOCC3)cc2)cc1. RXN SMILES: [CH2:50]([Cl:51])[Cl:52].[CH3:19][O:20][c:21]1[cH:22][cH:23][c:24]([C:25](=[O:26])[NH:27][c:28]2[c:29]([NH2:34])[cH:30][cH:31][cH:32][cH:33]2)[cH:35][cH:36]1.[CH3:43][c:44]1[cH:45][cH:46][cH:47][cH:48][cH:49]1.[Cl:15][C:16](=[O:17])[Cl:18].[O:1]1[CH2:2][CH2:3][N:4]([c:7]2[cH:8][cH:9][c:10]([CH2:11][OH:12])[cH:13][cH:14]2)[CH2:5][CH2:6]1.[cH:37]1[cH:38][cH:39][n:40][cH:41][cH:42]1>>[O:1]1[CH2:2][CH2:3][N:4]([c:7]2[cH:8][cH:9][c:10]([CH2:11][NH:34][c:29]3[c:28]([NH:27][C:25]([c:24]4[cH:23][cH:22][c:21]([O:20][CH3:19])[cH:36][cH:35]4)=[O:26])[cH:33][cH:32][cH:31][cH:30]3)[cH:13][cH:14]2)[CH2:5][CH2:6]1. Starting materials: ClCCN1C(C2=CC=CC=C2C2=C1C=1C=CC=CC1C2=O)=O (6-(2-chloroethyl)-5,11-dioxo-5,6-dihydro-11H-indeno[1,2-c]isoquinoline), NCCO (2-aminoethanol), C([O-])([O-])=O.[K+].[K+] (potassium carbonate). Run in CN(C=O)C (dimethylformamide). Reaction conditions: temperature 110 celsius, time 2 hour. The product is OCCNCCN1C(C2=CC=CC=C2C2=C1C=1C=CC=CC1C2=O)=O (6-[2-(2-hydroxyethyl)aminoethyl]-5,11-dioxo-5,6-dihydro-11H-indeno[1,2-c]isoquinoline). RXN SMILES: Cl[CH2:2][CH2:3][N:4]1[C:13]2[C:14]3[CH:15]=[CH:16][CH:17]=[CH:18][C:19]=3[C:20](=[O:21])[C:12]=2[C:11]2[C:6](=[CH:7][CH:8]=[CH:9][CH:10]=2)[C:5]1=[O:22].[NH2:23][CH2:24][CH2:25][OH:26].C(=O)([O-])[O-].[K+].[K+]>CN(C)C=O>[OH:26][CH2:25][CH2:24][NH:23][CH2:2][CH2:3][N:4]1[C:13]2[C:14]3[CH:15]=[CH:16][CH:17]=[CH:18][C:19]=3[C:20](=[O:21])[C:12]=2[C:11]2[C:6](=[CH:7][CH:8]=[CH:9][CH:10]=2)[C:5]1=[O:22] |f:2.3.4|. Procedure: A mixture of 1 g of 6-(2-chloroethyl)-5,11-dioxo-5,6-dihydro-11H-indeno[1,2-c]isoquinoline (IV, X=2, m.p. 214°-215° C.), 1 g of dry 2-aminoethanol and 1 g of anhydrous potassium carbonate in 30 ml of anhydrous dimethylformamide is treated by warming to 100°14 110° C. and kept at this temperature for two hours. The hot mixture is filtered and the product collected on filter washed with 10 ml of ethanol. After twelve hours of standing in refrigerator (5° C. the eliminated crystallic substance is s... The reactants are CC(=O)OC1CCC2(C)C(=CC(=O)C3C4CCC(=O)C4(C)CCC32)C1, CCO. Yields the product CC(=O)OC1CCC2(C)C(CC(=O)C3C4CCC(=O)C4(C)CCC32)C1. RXN SMILES: [C:1]([CH3:2])(=[O:3])[O:4][CH:5]1[CH2:6][C:7]2=[CH:8][C:9](=[O:25])[CH:10]3[CH:11]4[CH2:12][CH2:13][C:14](=[O:24])[C:15]4([CH3:16])[CH2:17][CH2:18][CH:19]3[C:20]2([CH3:23])[CH2:21][CH2:22]1.[CH3:26][CH2:27][OH:28]>>[C:1]([CH3:2])(=[O:3])[O:4][CH:5]1[CH2:6][CH:7]2[CH2:8][C:9](=[O:25])[CH:10]3[CH:11]4[CH2:12][CH2:13][C:14](=[O:24])[C:15]4([CH3:16])[CH2:17][CH2:18][CH:19]3[C:20]2([CH3:23])[CH2:21][CH2:22]1. The reactants are BrBr (bromine), FC1=C(C(=O)O)C=CC(=C1)OC (2-Fluoro-4-methoxybenzoic acid), S(=O)([O-])[O-].[Na+].[Na+] (sodium sulfite), O (water). Solvent: C(C)(=O)O (acetic acid), C(C)(=O)O (acetic acid). Reaction conditions: temperature 60 celsius, time 4 hour. The product is BrC=1C(=CC(=C(C(=O)O)C1)F)OC (5-bromo-2-fluoro-4-methoxybenzoic acid). The yield is 99.1%. Reaction SMILES: [F:1][C:2]1[CH:10]=[C:9]([O:11][CH3:12])[CH:8]=[CH:7][C:3]=1[C:4]([OH:6])=[O:5].[Br:13]Br.S([O-])([O-])=O.[Na+].[Na+].O>C(O)(=O)C>[Br:13][C:8]1[C:9]([O:11][CH3:12])=[CH:10][C:2]([F:1])=[C:3]([CH:7]=1)[C:4]([OH:6])=[O:5] |f:2.3.4|. Procedure: 2-Fluoro-4-methoxybenzoic acid (10.0 g) was suspended in acetic acid (80 mL). To the suspension was slowly added dropwise bromine (20.7 g)/acetic acid (20 mL) solution. After completion of the dropwise addition, the mixture was stirred at 25° C. for 3 hr and further at 60° C. for 4 hr, the completion of the reaction was confirmed by HPLC. After cooling to room temperature, to the suspension was added dropwise an aqueous solution of sodium sulfite (9.63 g) and water (100 mL). After completion of ... Starting materials: COC(=O)C=1C=C(C2=C(S(CC3=C(O2)C(=CC(=C3)NCCCl)Cl)(=O)=O)C1)C (4-Chloro-2-(2-chloro-ethylamino)-6-methyl-10,10-dioxo-10,11-dihydro-5-oxa-10lambda*6*-thia-dibenzo[a,d]-cycloheptene-8-carboxylic acid methyl ester), ClCC(=O)Cl (chloroacetyl chloride). Solvent: ice water. Reaction conditions: temperature 90 celsius, time 1 hour. Product: COC(=O)C=1C=C(C2=C(S(CC3=C(O2)C(=CC(=C3)N(CCCl)C(CCl)=O)Cl)(=O)=O)C1)C (4-Chloro-2-[(2-chloro-acetyl)-(2-chloro-ethyl)-amino]-6-methyl-10,10dioxo-10,11-dihydro-5-oxa-10lambda*6*-thia-dibenzo[a,d]-cycloheptene-8-carboxylic acid methyl ester). As a reaction SMILES: [CH3:1][O:2][C:3]([C:5]1[CH:6]=[C:7]([CH3:27])[C:8]2[O:14][C:13]3[C:15]([Cl:23])=[CH:16][C:17]([NH:19][CH2:20][CH2:21][Cl:22])=[CH:18][C:12]=3[CH2:11][S:10](=[O:25])(=[O:24])[C:9]=2[CH:26]=1)=[O:4].[Cl:28][CH2:29][C:30](Cl)=[O:31]>>[CH3:1][O:2][C:3]([C:5]1[CH:6]=[C:7]([CH3:27])[C:8]2[O:14][C:13]3[C:15]([Cl:23])=[CH:16][C:17]([N:19]([C:30](=[O:31])[CH2:29][Cl:28])[CH2:20][CH2:21][Cl:22])=[CH:18][C:12]=3[CH2:11][S:10](=[O:24])(=[O:25])[C:9]=2[CH:26]=1)=[O:4]. Procedure: 4-Chloro-2-(2-chloro-ethylamino)-6-methyl-10,10-dioxo-10,11-dihydro-5-oxa-10lambda*6*-thia-dibenzo[a,d]-cycloheptene-8-carboxylic acid methyl ester (prepared by following the method described in example 29a or example 29b, 1.9 gm, 4.4 mmol) was added to chloroacetyl chloride (6 mL) at room temperature. Reaction mixture was then stirred at 90° C. for 1 h. Reaction mixture was cooled and diluted using ice water (100 mL). The solid separated was filtered, washed with water and dried to obtain the t... Reactants: ClC1=NC=NC(=C1C#CC=1C=NC(=CC1)N)C (4-chloro-6-methyl-5-(6-amino-pyridin-3-ylethynyl)-pyrimidine), CO (MeOH), C(=O)([O-])[O-].[Cs+].[Cs+] (Cs2CO3), CCO (EtOH). The reagents and catalysts are Cl[Pd]([P](C1=CC=CC=C1)(C2=CC=CC=C2)C3=CC=CC=C3)([P](C4=CC=CC=C4)(C5=CC=CC=C5)C6=CC=CC=C6)Cl (bis-(triphenylphoshine)palladium(II) chloride). The solvent is COCCOC (DME). Run at temperature 130 celsius, time 1 hour. Product: COC(C1=CC=C(C=C1)C1=NC=NC(=C1C#CC=1C=NC(=CC1)N)C)=O (4-[5-(6-Amino-pyridin-3-ylethynyl)-6-methyl-pyrimidin-4-yl]-benzoic acid methyl ester). As a reaction SMILES: Cl[C:2]1[C:7]([C:8]#[C:9][C:10]2[CH:11]=[N:12][C:13]([NH2:16])=[CH:14][CH:15]=2)=[C:6]([CH3:17])[N:5]=[CH:4][N:3]=1.[C:18]([O-:21])([O-])=O.[Cs+].[Cs+].[CH3:24][CH2:25]O.[CH3:27][OH:28]>COCCOC.Cl[Pd](Cl)([P](C1C=CC=CC=1)(C1C=CC=CC=1)C1C=CC=CC=1)[P](C1C=CC=CC=1)(C1C=CC=CC=1)C1C=CC=CC=1>[CH3:27][O:28][C:18](=[O:21])[C:25]1[CH:24]=[CH:2][C:7]([C:2]2[C:7]([C:8]#[C:9][C:10]3[CH:11]=[N:12][C:13]([NH2:16])=[CH:14][CH:15]=3)=[C:6]([CH3:17])[N:5]=[CH:4][N:3]=2)=[CH:6][CH:17]=1 |f:1.2.3,^1:37,56|. Procedure: The title compound is synthesized according to general procedure GP4 starting from 2.0 g (8.2 mmol) 4-chloro-6-methyl-5-(6-amino-pyridin-3-ylethynyl)-pyrimidine using 2.2 g (12.3 mmol) 4-methoxycarbonylphenyl boronic acid, 240 mg (1.5 mmol) 287 mg (0.41 mmol) bis-(triphenylphoshine)palladium(II) chloride, 6.1 mL (12.3 mmol) of an aqueous 2 M Cs2CO3 and 2 mL EtOH in 5 mL DME. The reaction mixture is stirred for 1 h at 130° C. in the microwave. The reaction mixture is suspended in MeOH and the pre... Reactants: C(C)(C)(C)OC(=O)N1[C@H]([C@@H](OC[C@@H]1[C@H]([C@H](CC1=CC(=CC(=C1)F)OCC1=CC=CC=C1)N(CC1=CC=CC=C1)CC1=CC=CC=C1)OCC1=CC=CC=C1)OCC(F)(F)F)C ((2S,3S,5R)-5-[(1S,2S)-1-benzyloxy-3-(3-benzyloxy-5-fluoro-phenyl)-2-dibenzylamino-propyl]-3-methyl-2-(2,2,2-trifluoro-ethoxy)-morpholine-4-carboxylic acid tert-butyl ester), [H][H] (hydrogen). The reagents and catalysts are [OH-].[OH-].[Pd+2] (palladium hydroxide on carbon). The solvent is C(C)(C)(C)O (tert-butanol). Yields the product C(C)(C)(C)OC(=O)N1[C@H]([C@@H](OC[C@@H]1[C@H]([C@H](CC1=CC(=CC(=C1)O)F)N)O)OCC(F)(F)F)C ((2S,3S,5R)-5-[(1S,2S)-2-Amino-3-(3-fluoro-5-hydroxy-phenyl)-1-hydroxy-propyl]-3-methyl-2-(2,2,2-trifluoro-ethoxy)-morpholine-4-carboxylic acid tert-butyl ester). The yield is 115.6%. As a reaction SMILES: [C:1]([O:5][C:6]([N:8]1[C@@H:13]([C@@H:14]([O:47]CC2C=CC=CC=2)[C@@H:15]([N:32](CC2C=CC=CC=2)CC2C=CC=CC=2)[CH2:16][C:17]2[CH:22]=[C:21]([F:23])[CH:20]=[C:19]([O:24]CC3C=CC=CC=3)[CH:18]=2)[CH2:12][O:11][C@@H:10]([O:55][CH2:56][C:57]([F:60])([F:59])[F:58])[C@@H:9]1[CH3:61])=[O:7])([CH3:4])([CH3:3])[CH3:2].[H][H]>C(O)(C)(C)C.[OH-].[OH-].[Pd+2]>[C:1]([O:5][C:6]([N:8]1[C@@H:13]([C@@H:14]([OH:47])[C@@H:15]([NH2:32])[CH2:16][C:17]2[CH:18]=[C:19]([OH:24])[CH:20]=[C:21]([F:23])[CH:22]=2)[CH2:12][O:11][C@@H:10]([O:55][CH2:56][C:57]([F:60])([F:58])[F:59])[C@@H:9]1[CH3:61])=[O:7])([CH3:4])([CH3:2])[CH3:3] |f:3.4.5|. Reported procedure: Add 20% palladium hydroxide on carbon (200 mg) to a solution of (2S,3S,5R)-5-[(1S,2S)-1-benzyloxy-3-(3-benzyloxy-5-fluoro-phenyl)-2-dibenzylamino-propyl]-3-methyl-2-(2,2,2-trifluoro-ethoxy)-morpholine-4-carboxylic acid tert-butyl ester (116 mg, 0.138 mmol) in tert-butanol (10 mL). Heat to 45° C. and hydrogenate at 50 psi hydrogen gas for 18 hours. Filter and evaporate to give the desired compound (77 mg). MS(ESI): m/z=483 [M+H]+. The reactants are CCS(N)(=O)=O, O=[N+]([O-])c1cc(C(F)(F)F)cnc1Cl, [H-], [Na+], C1CCOC1, O. Product: CCS(=O)(=O)Nc1ncc(C(F)(F)F)cc1[N+](=O)[O-]. RXN SMILES: [CH2:1]([CH3:2])[S:3](=[O:4])(=[O:5])[NH2:6].[Cl:9][c:10]1[n:11][cH:12][c:13]([C:19]([F:20])([F:21])[F:22])[cH:14][c:15]1[N+:16](=[O:17])[O-:18].[H-:7].[Na+:8].[O:24]1[CH2:25][CH2:26][CH2:27][CH2:28]1.[OH2:23]>>[CH2:1]([CH3:2])[S:3](=[O:4])(=[O:5])[NH:6][c:10]1[n:11][cH:12][c:13]([C:19]([F:20])([F:21])[F:22])[cH:14][c:15]1[N+:16](=[O:17])[O-:18].